Dataset: the Open Reaction Database (ORD), a public repository of structured organic reaction records. Task: describe an organic reaction: reactants, conditions, products, and yield Starting materials: ClCCl, CC(CCCc1ccc(F)cc1)c1cc(O)c2c(c1)OC(C)(C)C1=C2CCC1, C(=NC1CCCCC1)=NC1CCCCC1, Cl, O=C(O)CCCN1CCCC1. Yields the product CC(CCCc1ccc(F)cc1)c1cc(OC(=O)CCCN2CCCC2)c2c(c1)OC(C)(C)C1=C2CCC1, Cl. As a reaction SMILES: [CH2:56]([Cl:57])[Cl:58].[CH3:1][C:2]1([CH3:28])[O:3][c:4]2[c:5]([c:11]([OH:27])[cH:12][c:13]([CH:15]([CH2:16][CH2:17][CH2:18][c:19]3[cH:20][cH:21][c:22]([F:25])[cH:23][cH:24]3)[CH3:26])[cH:14]2)[C:6]2=[C:7]1[CH2:8][CH2:9][CH2:10]2.[CH:41]1([N:42]=[C:43]=[N:44][CH:45]2[CH2:46][CH2:47][CH2:48][CH2:49][CH2:50]2)[CH2:51][CH2:52][CH2:53][CH2:54][CH2:55]1.[ClH:29].[N:30]1([CH2:35][CH2:36][CH2:37][C:38](=[O:39])[OH:40])[CH2:31][CH2:32][CH2:33][CH2:34]1>>[CH3:1][C:2]1([CH3:28])[O:3][c:4]2[c:5]([c:11]([O:27][C:38]([CH2:37][CH2:36][CH2:35][N:30]3[CH2:31][CH2:32][CH2:33][CH2:34]3)=[O:39])[cH:12][c:13]([CH:15]([CH2:16][CH2:17][CH2:18][c:19]3[cH:20][cH:21][c:22]([F:25])[cH:23][cH:24]3)[CH3:26])[cH:14]2)[C:6]2=[C:7]1[CH2:8][CH2:9][CH2:10]2.[ClH:29]. Starting materials: O (water), Cl.Cl.ClC=1C=C(C=NC1NC1CCNCC1)/C=C/C(=O)OCC (ethyl (2E)-3-[5-chloro-6-(4-piperidinylamino)-3-pyridinyl]acrylate dihydrochloride), ClC1=CC(=CC=C1)CCl (1-chloro-3-(chloromethyl)benzene), C(C)(C)N(C(C)C)CC (N,N-diisopropylethylamine). The solvent is CCOC(=O)C (AcOEt), CN(C)C=O (DMF). Run at temperature 70 celsius, time 7 hour. The product is ClC=1C=C(C=NC1NC1CCN(CC1)CC1=CC(=CC=C1)Cl)/C=C/C(=O)OCC (ethyl (2E)-3-(5-chloro-6-{[1-(3-chlorobenzyl)-4-piperidinyl]amino}-3-pyridinyl)acrylate). Yield: 46.0%. Reaction SMILES: Cl.Cl.[Cl:3][C:4]1[CH:5]=[C:6](/[CH:17]=[CH:18]/[C:19]([O:21][CH2:22][CH3:23])=[O:20])[CH:7]=[N:8][C:9]=1[NH:10][CH:11]1[CH2:16][CH2:15][NH:14][CH2:13][CH2:12]1.[Cl:24][C:25]1[CH:30]=[CH:29][CH:28]=[C:27]([CH2:31]Cl)[CH:26]=1.C(N(CC)C(C)C)(C)C.O>CN(C=O)C.CCOC(C)=O>[Cl:3][C:4]1[CH:5]=[C:6](/[CH:17]=[CH:18]/[C:19]([O:21][CH2:22][CH3:23])=[O:20])[CH:7]=[N:8][C:9]=1[NH:10][CH:11]1[CH2:16][CH2:15][N:14]([CH2:31][C:27]2[CH:28]=[CH:29][CH:30]=[C:25]([Cl:24])[CH:26]=2)[CH2:13][CH2:12]1 |f:0.1.2|. Reported procedure: To a solution of ethyl (2E)-3-[5-chloro-6-(4-piperidinylamino)-3-pyridinyl]acrylate dihydrochloride (500 mg) in DMF (5 ml) was added 1-chloro-3-(chloromethyl)benzene (0.173 ml) and N,N-diisopropylethylamine (0.91 ml), the mixture was stirred at 70° C. for 7 hour. The mixed solution was poured into a mixture of water (30 ml) and AcOEt (30 ml). The organic layer was separated, washed with water twice and brine, dried over sodium sulfate and concentrated in vacuo. The residue was purified by silica... Starting materials: Cl, C1CCOC1, Cc1cccc(Nc2ccccc2N=C(c2ccccc2)c2ccccc2)n1. Product: Cc1cccc(Nc2ccccc2N)n1. Reaction SMILES: [ClH:29].[O:30]1[CH2:31][CH2:32][CH2:33][CH2:34]1.[c:1]1([C:2]([c:3]2[cH:4][cH:5][cH:6][cH:7][cH:23]2)=[N:8][c:9]2[c:10]([NH:15][c:16]3[n:17][c:18]([CH3:22])[cH:19][cH:20][cH:21]3)[cH:11][cH:12][cH:13][cH:14]2)[cH:24][cH:25][cH:26][cH:27][cH:28]1>>[NH2:8][c:9]1[c:10]([NH:15][c:16]2[n:17][c:18]([CH3:22])[cH:19][cH:20][cH:21]2)[cH:11][cH:12][cH:13][cH:14]1. The reactants are CC=1C(=C(C2=CC=C(C=C2C1)OC)OC1=CC=C(C=C1)O)C1=CC=CC=C1 (4-{[3-Methyl-6-(methyloxy)-2-phenyl-1-naphthalenyl]oxy}phenol), C(=O)([O-])[O-].[K+].[K+] (K2CO3), C(C)OC(CBr)=O (ethylbromoacetate). Solvent: CC(=O)C (acetone). Yields the product CC=1C(=C(C2=CC=C(C=C2C1)OC)OC1=CC=C(C=C1)OCC(=O)OCC)C1=CC=CC=C1 (Ethyl [(4-{[3-methyl-6-(methyloxy)-2-phenyl-1-naphthalenyl]oxy}phenyl)oxy]acetate). Yield: 95.0%. As a reaction SMILES: [CH3:1][C:2]1[C:3]([C:22]2[CH:27]=[CH:26][CH:25]=[CH:24][CH:23]=2)=[C:4]([O:14][C:15]2[CH:20]=[CH:19][C:18]([OH:21])=[CH:17][CH:16]=2)[C:5]2[C:10]([CH:11]=1)=[CH:9][C:8]([O:12][CH3:13])=[CH:7][CH:6]=2.C([O-])([O-])=O.[K+].[K+].[CH2:34]([O:36][C:37](=[O:40])[CH2:38]Br)[CH3:35]>CC(C)=O>[CH3:1][C:2]1[C:3]([C:22]2[CH:27]=[CH:26][CH:25]=[CH:24][CH:23]=2)=[C:4]([O:14][C:15]2[CH:20]=[CH:19][C:18]([O:21][CH2:38][C:37]([O:36][CH2:34][CH3:35])=[O:40])=[CH:17][CH:16]=2)[C:5]2[C:10]([CH:11]=1)=[CH:9][C:8]([O:12][CH3:13])=[CH:7][CH:6]=2 |f:1.2.3|. Procedure: A round-bottomed flask was charged with 4-{[3-methyl-6-(methyloxy)-2-phenyl-1-naphthalenyl]oxy}phenol (233) (0.150 g, 0.421 mmol), K2CO3 (0.116 g, 0.842 mol), acetone, and ethylbromoacetate (0.105 g, 0.632 mmol) under N2. The reaction mixture was refluxed for 5 h and cooled at room temperature. Reaction mixture was filtered and concentrated under reduced pressure to afford the crude product. The product was purified by SiO2 column chromatography using hexanes:EtOAc (19:1 to 9:1) as an eluent to ... Starting materials: C(C)(C)(C)OC(=O)N1[C@@H](CC(C1)=NOC)C(=O)O ((2S,4EZ)-1-(tert-butoxycarbonyl)-4-(methoxyimino)-2-pyrrolidinecarboxylic acid), C1(=CC=C(C=C1)C(=O)Cl)C1=CC=CC=C1 ([1,1′-biphenyl]-4-carbonyl chloride), NCC[C@H](O)C1=CC=CC=C1 ((1S)-3-amino-1-phenyl-1-propanol). The product is C1(=CC=C(C=C1)C(=O)N1[C@@H](CC(C1)=NOC)C(=O)NCC[C@@H](C1=CC=CC=C1)O)C1=CC=CC=C1 ((2S,4EZ)-1-([1,1′-biphenyl]-4-ylcarbonyl)-N-[(3S)-3-hydroxy-3-phenyl-propyl]-4-(methoxyimino)-2-pyrrolidinecarboxamide). Reaction SMILES: C(O[C:6]([N:8]1[CH2:12][C:11](=[N:13][O:14][CH3:15])[CH2:10][C@H:9]1[C:16]([OH:18])=O)=[O:7])(C)(C)C.[C:19]1([C:28]2[CH:33]=[CH:32][CH:31]=[CH:30][CH:29]=2)[CH:24]=[CH:23][C:22](C(Cl)=O)=[CH:21][CH:20]=1.[NH2:34][CH2:35][CH2:36][C@@H:37]([C:39]1[CH:44]=[CH:43][CH:42]=[CH:41][CH:40]=1)[OH:38]>>[C:28]1([C:19]2[CH:20]=[CH:21][CH:22]=[CH:23][CH:24]=2)[CH:29]=[CH:30][C:31]([C:6]([N:8]2[CH2:12][C:11](=[N:13][O:14][CH3:15])[CH2:10][C@H:9]2[C:16]([NH:34][CH2:35][CH2:36][C@H:37]([OH:38])[C:39]2[CH:44]=[CH:43][CH:42]=[CH:41][CH:40]=2)=[O:18])=[O:7])=[CH:32][CH:33]=1. Procedure details: Following the general method as outlined in Example 22, starting from (2S,4EZ)-1-(tert-butoxycarbonyl)-4-(methoxyimino)-2-pyrrolidinecarboxylic acid, [1,1′-biphenyl]-4-carbonyl chloride, and (1S)-3-amino-1-phenyl-1-propanol, the title compound was obtained in 93% purity by HPLC. MS(ESI+): m/z=472. The reactants are CC(C)(C)N(C([O-])=O)CC(=O)C1=CC=C(C=C1)C1=CC=C(C=C1)C=1N=C(NC1)[C@H]1N(CCC1)C([C@H](C(C)C)NC(=O)OC)=O (1,1-dimethylethyl[2-(4′-{2-[(2S)-1-((2S)-3-methyl-2-{[(methyloxy)carbonyl]amino}butanoyl)-2-pyrrolidinyl]-1H-imidazol-4-yl}-4-biphenylyl)-2-oxoethyl]carbamate), CC(C)(C)N(C([O-])=O)CC(=O)C1=CC=C(C=C1)C1=CC=C(C=C1)C=1N=C(NC1)[C@H]1N(CCC1)C([C@H](C(C)C)NC(=O)OC)=O (1,1-dimethylethyl[2-(4′-{2-[(2S)-1-((2S)-3-methyl-2-{[(methyloxy)carbonyl]amino}butanoyl)-2-pyrrolidinyl]-1H-imidazol-4-yl}-4-biphenylyl)-2-oxoethyl]carbamate), Cl (HCl). Solvent: C(Cl)Cl (DCM). Yields the product NCC(=O)C1=CC=C(C=C1)C1=CC=C(C=C1)C=1N=C(NC1)[C@H]1N(CCC1)C(=O)[C@H](C(C)C)NC(OC)=O (methyl {(1S)-1-[((2S)-2-{4-[4′-(aminoacetyl)-4-biphenylyl]-1H-imidazol-2-yl}-1-pyrrolidinyl)carbonyl]-2-methylpropyl}carbamate). As a reaction SMILES: CC([N:5]([CH2:9][C:10]([C:12]1[CH:17]=[CH:16][C:15]([C:18]2[CH:23]=[CH:22][C:21]([C:24]3[N:25]=[C:26]([C@@H:29]4[CH2:33][CH2:32][CH2:31][N:30]4[C:34](=[O:44])[C@@H:35]([NH:39][C:40]([O:42][CH3:43])=[O:41])[CH:36]([CH3:38])[CH3:37])[NH:27][CH:28]=3)=[CH:20][CH:19]=2)=[CH:14][CH:13]=1)=[O:11])C(=O)[O-])(C)C.Cl>C(Cl)Cl>[NH2:5][CH2:9][C:10]([C:12]1[CH:17]=[CH:16][C:15]([C:18]2[CH:19]=[CH:20][C:21]([C:24]3[N:25]=[C:26]([C@@H:29]4[CH2:33][CH2:32][CH2:31][N:30]4[C:34]([C@@H:35]([NH:39][C:40](=[O:41])[O:42][CH3:43])[CH:36]([CH3:38])[CH3:37])=[O:44])[NH:27][CH:28]=3)=[CH:22][CH:23]=2)=[CH:14][CH:13]=1)=[O:11]. Procedure: A solution of 1,1-dimethylethyl[2-(4′-{2-[(2S)-1-((2S)-3-methyl-2-{[(methyloxy)carbonyl]amino}butanoyl)-2-pyrrolidinyl]-1H-imidazol-4-yl}-4-biphenylyl)-2-oxoethyl]carbamate (Intermediate 11) (3.8 g, 6.3 mmol) in DCM (40 mL) was treated with HCl (10 mL, 4M in dioxane) to give methyl {(1S)-1-[((2S)-2-{4-[4′-(aminoacetyl)-4-biphenylyl]-1H-imidazol-2-yl}-1-pyrrolidinyl)carbonyl]-2-methylpropyl}carbamate (Intermediate 1) as light yellow solid (3.5 g, quant.). As a reaction SMILES: [Br:1][c:2]1[cH:3][cH:4][c:5](-[n:10]2[cH:11][n:12][c:13]([CH3:15])[cH:14]2)[c:6]([C:7]#[N:8])[cH:9]1.[CH3:16][c:17]1[cH:18][cH:19][c:20]([CH2:21][n:22]2[n:23][c:24]([NH2:27])[n:25][cH:26]2)[cH:28][cH:29]1>>[c:2]1([NH:27][c:24]2[n:23][n:22]([CH2:21][c:20]3[cH:19][cH:18][c:17]([CH3:16])[cH:29][cH:28]3)[cH:26][n:25]2)[cH:3][cH:4][c:5](-[n:10]2[cH:11][n:12][c:13]([CH3:15])[cH:14]2)[c:6]([C:7]#[N:8])[cH:9]1. Yields the product Cc1ccc(Cn2cnc(Nc3ccc(-n4cnc(C)c4)c(C#N)c3)n2)cc1. The reactants are Cc1cn(-c2ccc(Br)cc2C#N)cn1, Cc1ccc(Cn2cnc(N)n2)cc1.